From a dataset of the Open Reaction Database (ORD), a public repository of structured organic reaction records. describe an organic reaction: reactants, conditions, products, and yield Reactants: CS(C)=O, Cc1ccc(S(=O)(=O)OCCC(O)C(F)(F)F)cc1, [N-]=[N+]=[N-], [Na+], O. Product: [N-]=[N+]=NCCC(O)C(F)(F)F. Reaction SMILES: [CH3:24][S:25]([CH3:26])=[O:27].[F:1][C:2]([CH:3]([CH2:4][CH2:5][O:6][S:7]([c:8]1[cH:9][cH:10][c:11]([CH3:12])[cH:13][cH:14]1)(=[O:15])=[O:16])[OH:17])([F:18])[F:19].[N-:21]=[N+:22]=[N-:23].[Na+:20].[OH2:28]>>[F:1][C:2]([CH:3]([CH2:4][CH2:5][N:21]=[N+:22]=[N-:23])[OH:17])([F:18])[F:19]. The reactants are COc1cc(Br)ccc1Cl, CS(C)=O, [Cu]I, [K+], [K+], [K+], Nc1ncccc1-c1ccc(O)cc1, O=C(O)c1ccccn1, O=P([O-])([O-])[O-]. Product: COc1cc(Oc2ccc(-c3cccnc3N)cc2)ccc1Cl. As a reaction SMILES: [Br:32][c:33]1[cH:34][c:35]([O:40][CH3:41])[c:36]([Cl:39])[cH:37][cH:38]1.[CH3:44][S:45]([CH3:46])=[O:47].[Cu:42][I:43].[K+:29].[K+:30].[K+:31].[NH2:10][c:11]1[n:12][cH:13][cH:14][cH:15][c:16]1-[c:17]1[cH:18][cH:19][c:20]([OH:23])[cH:21][cH:22]1.[OH:1][C:2]([c:3]1[n:4][cH:5][cH:6][cH:7][cH:8]1)=[O:9].[P:24]([O-:25])([O-:26])([O-:27])=[O:28]>>[NH2:10][c:11]1[n:12][cH:13][cH:14][cH:15][c:16]1-[c:17]1[cH:18][cH:19][c:20]([O:23][c:33]2[cH:34][c:35]([O:40][CH3:41])[c:36]([Cl:39])[cH:37][cH:38]2)[cH:21][cH:22]1. The reactants are CCCc1ccc(O)c(O)c1, CC(C)=O, O, Cc1ccc(S(=O)(=O)O)cc1, c1ccccc1. Product: CCCc1ccc2c(c1)OC(C)(C)O2. As a reaction SMILES: [CH2:1]([CH2:2][CH3:3])[c:4]1[cH:5][c:6]([OH:11])[c:7]([OH:8])[cH:9][cH:10]1.[CH3:12][C:13]([CH3:14])=[O:15].[OH2:16].[c:17]1([CH3:18])[cH:19][cH:20][c:21]([S:22]([OH:23])(=[O:24])=[O:25])[cH:26][cH:27]1.[cH:28]1[cH:29][cH:30][cH:31][cH:32][cH:33]1>>[CH2:1]([CH2:2][CH3:3])[c:4]1[cH:5][c:6]2[c:7]([cH:9][cH:10]1)[O:8][C:13]([CH3:12])([CH3:14])[O:11]2. The reactants are CS(C)=O, CC(C)(C)OC(=O)N(Cc1ccc(-n2c(N)c(C(=O)c3ccc(F)cc3)ccc2=O)cc1)C(Cc1ccccc1)C(=O)OC1CCCC1. Product: Nc1c(C(=O)c2ccc(F)cc2)ccc(=O)n1-c1ccc(CNC(Cc2ccccc2)C(=O)OC2CCCC2)cc1. As a reaction SMILES: [CH3:49][S:50]([CH3:51])=[O:52].[CH:1]1([O:6][C:7]([CH:8]([CH2:9][c:10]2[cH:11][cH:12][cH:13][cH:14][cH:15]2)[N:16]([C:17]([O:18][C:19]([CH3:20])([CH3:21])[CH3:22])=[O:23])[CH2:24][c:25]2[cH:26][cH:27][c:28](-[n:31]3[c:32](=[O:47])[cH:33][cH:34][c:35]([C:38]([c:39]4[cH:40][cH:41][c:42]([F:45])[cH:43][cH:44]4)=[O:46])[c:36]3[NH2:37])[cH:29][cH:30]2)=[O:48])[CH2:2][CH2:3][CH2:4][CH2:5]1>>[CH:1]1([O:6][C:7]([CH:8]([CH2:9][c:10]2[cH:11][cH:12][cH:13][cH:14][cH:15]2)[NH:16][CH2:24][c:25]2[cH:26][cH:27][c:28](-[n:31]3[c:32](=[O:47])[cH:33][cH:34][c:35]([C:38]([c:39]4[cH:40][cH:41][c:42]([F:45])[cH:43][cH:44]4)=[O:46])[c:36]3[NH2:37])[cH:29][cH:30]2)=[O:48])[CH2:2][CH2:3][CH2:4][CH2:5]1. The reactants are CN1CCC(C#N)(c2ccccc2Sc2ccc(F)cc2)CC1, O=C([O-])[O-], ClC(Cl)Cl, [K+], [K+], N#CBr. The product is N#CN1CCC(C#N)(c2ccccc2Sc2ccc(F)cc2)CC1. As a reaction SMILES: [C:1](#[N:2])[C:3]1([c:10]2[c:11]([S:16][c:17]3[cH:18][cH:19][c:20]([F:23])[cH:21][cH:22]3)[cH:12][cH:13][cH:14][cH:15]2)[CH2:4][CH2:5][N:6]([CH3:9])[CH2:7][CH2:8]1.[C:27](=[O:28])([O-:29])[O-:30].[CH:33]([Cl:34])([Cl:35])[Cl:36].[K+:31].[K+:32].[N:24]#[C:25][Br:26]>>[C:1](#[N:2])[C:3]1([c:10]2[c:11]([S:16][c:17]3[cH:18][cH:19][c:20]([F:23])[cH:21][cH:22]3)[cH:12][cH:13][cH:14][cH:15]2)[CH2:4][CH2:5][N:6]([C:9]#[N:24])[CH2:7][CH2:8]1. Reactants: C(=O)C1=CC=C(C(=O)OC)C=C1 (Methyl 4-formylbenzoate), C(CO)O (ethylene glycol), C(OCC)(OCC)OCC (triethyl orthoformate). Solvent: C(=O)(O)[O-].[Na+] (NaHCO3). Reaction conditions: time 5 minute. The product is O1C(OCC1)C1=CC=C(C(=O)OC)C=C1 (methyl 4-(1,3-dioxolan-2-yl)benzoate). Reaction SMILES: [CH:1]([C:3]1[CH:12]=[CH:11][C:6]([C:7]([O:9][CH3:10])=[O:8])=[CH:5][CH:4]=1)=O.[CH2:13]([OH:16])[CH2:14][OH:15].C(OCC)(OCC)OCC>C([O-])(O)=O.[Na+]>[O:15]1[CH2:14][CH2:13][O:16][CH:1]1[C:3]1[CH:12]=[CH:11][C:6]([C:7]([O:9][CH3:10])=[O:8])=[CH:5][CH:4]=1 |f:3.4|. Reported procedure: Methyl 4-formylbenzoate (3.28 g, 20.0 mmol) was suspended in ethylene glycol (4.46 mL, 80.0 mmol), then successively treated with triethyl orthoformate (3.66 mL, 22.0 mmol) and Me3NPhBr3 (376 mg, 1.00 mmol) at 22° C.; within 5 min, all solids dissolved. The resulting orange solution was stirred 0.5 h, then diluted with saturated aqueous NaHCO3 (50 mL), transferred to separatory funnel and washed with EtOAc (3×50 mL). The combined EtOAc washes were dried over MgSO4, filtered and concentrated in v... The reactants are C(CCC)[Li] (n-butyl lithium), [Cl-].[NH4+] (ammonium chloride), [Si](C1=CC=CC=C1)(C1=CC=CC=C1)(C(C)(C)C)OCC=1N=CN(C1)CCF (4-(tert-butyldiphenylsilyloxymethyl)-1-(2-fluoroethyl)-1H-imidazole), [Si](C1=CC=CC=C1)(C1=CC=CC=C1)(C(C)(C)C)OCC1=CN=CN1CCF (5-(tert-butyldiphenylsilyloxymethyl)-1-(2-fluoroethyl)-1H-imidazole). Run in C1CCOC1 (THF). Reaction SMILES: [Si](OCC1N=CN(CCF)C=1)(C(C)(C)C)(C1C=CC=CC=1)C1C=CC=CC=1.[Si:28]([O:45][CH2:46][C:47]1[N:51]([CH2:52][CH2:53]F)[CH:50]=[N:49][CH:48]=1)([C:41]([CH3:44])([CH3:43])[CH3:42])([C:35]1[CH:40]=[CH:39][CH:38]=[CH:37][CH:36]=1)[C:29]1[CH:34]=[CH:33][CH:32]=[CH:31][CH:30]=1.C([Li])CCC.[Cl-].[NH4+]>C1COCC1>[Si:28]([O:45][CH2:46][C:47]1[N:51]([CH:52]=[CH2:53])[CH:50]=[N:49][CH:48]=1)([C:41]([CH3:44])([CH3:42])[CH3:43])([C:35]1[CH:40]=[CH:39][CH:38]=[CH:37][CH:36]=1)[C:29]1[CH:34]=[CH:33][CH:32]=[CH:31][CH:30]=1 |f:3.4|. Product: title compound, [Si](C1=CC=CC=C1)(C1=CC=CC=C1)(C(C)(C)C)OCC1=CN=CN1C=C (5-(tert-butyldiphenylsilyloxymethyl)-1-vinyl-1H-imidazole). Run at temperature -78 celsius. Reported procedure: The above-mentioned mixture (58.87 g) of 4-(tert-butyldiphenylsilyloxymethyl)-1-(2-fluoroethyl)-1H-imidazole and 5-(tert-butyldiphenylsilyloxymethyl)-1-(2-fluoroethyl)-1H-imidazole was dissolved in THF (1000 mL), and cooled to −78° C. while stirring under nitrogen stream. To the present solution was added dropwise n-butyl lithium (2.76 M hexane solution, 167 mL), followed by stirring at the same temperature for 1 hour. A saturated aqueous ammonium chloride solution was added to the reaction solu...